Dataset: the Open Reaction Database (ORD), a public repository of structured organic reaction records. Task: describe an organic reaction: reactants, conditions, products, and yield Reactants: C1(CCCCC1)=O (Cyclohexanone), C(=O)OCC (ethyl formate), [O-]CC.[Na+] (sodium ethoxide). Run in C(C)OCC (diethyl ether). Run at time 10 hour. Product: O=C1C(CCCC1)=C[O-].[Na+] (sodium 2-oxocyclohexylidenemethanolate). RXN SMILES: [C:1]1(=[O:7])[CH2:6][CH2:5][CH2:4][CH2:3][CH2:2]1.[CH:8](OCC)=[O:9].[O-]CC.[Na+:16]>C(OCC)C>[O:7]=[C:1]1[CH2:6][CH2:5][CH2:4][CH2:3][C:2]1=[CH:8][O-:9].[Na+:16] |f:2.3,5.6|. Procedure details: Cyclohexanone (30 ml) and ethyl formate (24 ml) were dissolved in diethyl ether (150 ml), sodium ethoxide (21 g) was added under ice-cooling, and the reaction mixture was stirred at room temperature for 10 hr. Insoluble material was collected by filtration, and washed with diethyl ether to give the object compound (49.2 g) as a solid. Product: S1C=NC=C1CNC(C1=CN=C(C=C1)N1CC=2CN(CC2C1)C(C1=C(C=CC=C1)C(F)(F)F)=O)=O (N-Thiazol-5-ylmethyl-6-[5-(2-trifluoromethylbenzoyl)-3,4,5,6-tetrahydro-1H-pyrrolo-[3,4-c]pyrrol-2-yl]nicotinamide). Reactants: FC(C1=C(C(=O)N2CC3=C(C2)CN(C3)C3=NC=C(C(=O)O)C=C3)C=CC=C1)(F)F (6-[5-(2-Trifluoromethylbenzoyl)-3,4,5,6-tetrahydro-1H-pyrrolo[3,4-c]pyrrol-2-yl]nicotinic acid), Cl.S1C=NC=C1CN (C-thiazol-5-ylmethylamine, hydrochloride). Reaction SMILES: [F:1][C:2]([F:29])([F:28])[C:3]1[CH:27]=[CH:26][CH:25]=[CH:24][C:4]=1[C:5]([N:7]1[CH2:11][C:10]2[CH2:12][N:13]([C:15]3[CH:23]=[CH:22][C:18]([C:19](O)=[O:20])=[CH:17][N:16]=3)[CH2:14][C:9]=2[CH2:8]1)=[O:6].Cl.[S:31]1[C:35]([CH2:36][NH2:37])=[CH:34][N:33]=[CH:32]1>>[S:31]1[C:35]([CH2:36][NH:37][C:19](=[O:20])[C:18]2[CH:22]=[CH:23][C:15]([N:13]3[CH2:12][C:10]4[CH2:11][N:7]([C:5](=[O:6])[C:4]5[CH:24]=[CH:25][CH:26]=[CH:27][C:3]=5[C:2]([F:28])([F:1])[F:29])[CH2:8][C:9]=4[CH2:14]3)=[N:16][CH:17]=2)=[CH:34][N:33]=[CH:32]1 |f:1.2|. Procedure: 6-[5-(2-Trifluoromethylbenzoyl)-3,4,5,6-tetrahydro-1H-pyrrolo[3,4-c]pyrrol-2-yl]nicotinic acid (50 mg, 0.124 mmol) were reacted with C-thiazol-5-ylmethylamine, hydrochloride analogously to example 3d. Yield: 58%, M+H+: 500.20. The yield is 58.0%. Yields the product NC(COP(OCC(COCCCCCCCCCCCC)O)(O)=O)C(=O)O (2-amino-2-carboxyethyl-(2-hydroxy-3-lauryloxypropyl) phosphoric acid). Run at temperature 0 celsius, time 4 hour. Run in O (water), C(Cl)(Cl)Cl (chloroform). Starting materials: OC(COP(O)(O)=O)COCCCCCCCCCCCC (mono(2-hydroxy-3-lauryloxypropyl) phosphoric acid), S(=O)(Cl)Cl (thionyl chloride), N1=CC=CC=C1 (pyridine), C(C1=CC=CC=C1)N([C@@H](CO)C(=O)O)C(=O)CC1=CC=CC=C1 (benzyl-N-benzylcarbonyl serine). Reaction SMILES: [OH:1][CH:2]([CH2:9][O:10][CH2:11][CH2:12][CH2:13][CH2:14][CH2:15][CH2:16][CH2:17][CH2:18][CH2:19][CH2:20][CH2:21][CH3:22])[CH2:3][O:4][P:5](=[O:8])([OH:7])[OH:6].S(Cl)(Cl)=O.N1C=CC=CC=1.C([N:40](C(CC1C=CC=CC=1)=O)[C@H:41]([C:44]([OH:46])=[O:45])[CH2:42]O)C1C=CC=CC=1>C(Cl)(Cl)Cl.[Pd].O>[NH2:40][CH:41]([C:44]([OH:46])=[O:45])[CH2:42][O:8][P:5](=[O:6])([OH:7])[O:4][CH2:3][CH:2]([OH:1])[CH2:9][O:10][CH2:11][CH2:12][CH2:13][CH2:14][CH2:15][CH2:16][CH2:17][CH2:18][CH2:19][CH2:20][CH2:21][CH3:22]. Procedure details: Dichlorophosphoridate was obtained by using 100.0 g (0.29 mol) of mono(2-hydroxy-3-lauryloxypropyl) phosphoric acid and 105.0 g (0.88 mol) of thionyl chloride. Then, 55.4 g (0.70 mol) of pyridine and 179.6 g (0.52 mol) of benzyl-N-benzylcarbonyl serine were dissolved in 100 ml of chloroform and stirred at 0° C. for 4 hours. Then, the reaction temperature was raised to room temperature and agitation was effected for 4 hours. After the reaction was completed, 100 ml of water were added and stirred... Reagents/catalysts: [Pd] (palladium/carbon). The yield is 31.0%. Starting materials: ice water, ClC1=CC(=CC=C1)C(=O)OO (3-chloroperbenzoic acid), CC1=NC2=CC=CC=C2C(=C1)OC(=O)N(C)C (2-methyl-4-dimethylaminocarbonyloxyquinoline). Run in C(Cl)(Cl)Cl (chloroform), alcohol, C(Cl)(Cl)Cl (chloroform). Yields the product CC1=[N+](C2=CC=CC=C2C(=C1)OC(=O)N(C)C)[O-] (2-Methyl-4-dimethylaminocarbonyloxy-quinoline-1 oxide). Reaction SMILES: [CH3:1][C:2]1[CH:11]=[C:10]([O:12][C:13]([N:15]([CH3:17])[CH3:16])=[O:14])[C:9]2[C:4](=[CH:5][CH:6]=[CH:7][CH:8]=2)[N:3]=1.ClC1C=CC=C(C(OO)=[O:26])C=1>C(Cl)(Cl)Cl>[CH3:1][C:2]1[CH:11]=[C:10]([O:12][C:13]([N:15]([CH3:16])[CH3:17])=[O:14])[C:9]2[C:4](=[CH:5][CH:6]=[CH:7][CH:8]=2)[N+:3]=1[O-:26]. Procedure details: 23 g (0.1 mole) of 2-methyl-4-dimethylaminocarbonyloxyquinoline were dissolved in 150 ml of dry chloroform free of alcohol and, while stirring and externally cooling with ice-water, 25 g 3-chloroperbenzoic acid (70% strength) dissolved in 400 ml chloroform were added dropwise.